The task is: describe an organic reaction: reactants, conditions, products, and yield. This data is from the Open Reaction Database (ORD), a public repository of structured organic reaction records. Starting materials: ClC1=NC(=NC(=C1C=O)Cl)SC (4,6-dichloro-2-methylsulfanyl-pyrimidine-5-carbaldehyde), CCC(CC)N (3-pentylamine). The product is ClC1=NC(=NC(=C1C=O)NC(CC)CC)SC (4-chloro-6-(1-ethyl-propylamino)-2-methylsulfanyl-pyrimidine-5-carbaldehyde). RXN SMILES: Cl[C:2]1[C:7]([CH:8]=[O:9])=[C:6]([Cl:10])[N:5]=[C:4]([S:11][CH3:12])[N:3]=1.[CH3:13][CH2:14][CH:15]([NH2:18])[CH2:16][CH3:17]>>[Cl:10][C:6]1[C:7]([CH:8]=[O:9])=[C:2]([NH:18][CH:15]([CH2:16][CH3:17])[CH2:14][CH3:13])[N:3]=[C:4]([S:11][CH3:12])[N:5]=1. Reported procedure: Prepared as described above in Example 2 starting from 4,6-dichloro-2-methylsulfanyl-pyrimidine-5-carbaldehyde and 3-pentylamine to give the title compound 4-chloro-6-(1-ethyl-propylamino)-2-methylsulfanyl-pyrimidine-5-carbaldehyde. 1H-NMR: δ 0.92 (t, 6H, J=7.3 Hz), 1.50-1.74 (m, 4H), 2.52 (s, 3H), 4.22 (m, 1H), 9.21 (br s, 1H), 10.33 (s, 1H). LC MS (m/e)=274 (MH+). Starting materials: CC(=O)N1CCN(C(=O)OC(C)(C)C)C(C(=O)NCc2ccc(C(C)C)cc2)C1, ClC(Cl)Cl, Cl, C1COCCO1. Yields the product CC(=O)N1CCNC(C(=O)NCc2ccc(C(C)C)cc2)C1. Reaction SMILES: [C:1]([O:2][C:3](=[O:4])[N:8]1[CH:9]([C:17]([NH:18][CH2:19][c:20]2[cH:21][cH:22][c:23]([CH:26]([CH3:27])[CH3:28])[cH:24][cH:25]2)=[O:29])[CH2:10][N:11]([C:14]([CH3:15])=[O:16])[CH2:12][CH2:13]1)([CH3:5])([CH3:6])[CH3:7].[CH:37]([Cl:38])([Cl:39])[Cl:40].[ClH:36].[O:30]1[CH2:31][CH2:32][O:33][CH2:34][CH2:35]1>>[NH:8]1[CH:9]([C:17]([NH:18][CH2:19][c:20]2[cH:21][cH:22][c:23]([CH:26]([CH3:27])[CH3:28])[cH:24][cH:25]2)=[O:29])[CH2:10][N:11]([C:14]([CH3:15])=[O:16])[CH2:12][CH2:13]1. Starting materials: CC12CCC(C(=O)OC1=O)C2(C)C, CN, Cl. The product is CNC(=O)C1CCC(C)(C(=O)O)C1(C)C. Reaction SMILES: [C:1]1(=[O:13])[C:2]2([CH3:3])[C:4]([CH3:5])([CH3:6])[CH:7]([C:8](=[O:9])[O:10]1)[CH2:11][CH2:12]2.[CH3:15][NH2:16].[ClH:14]>>[C:1]([C:2]1([CH3:3])[C:4]([CH3:5])([CH3:6])[CH:7]([C:8](=[O:9])[NH:16][CH3:15])[CH2:11][CH2:12]1)([OH:10])=[O:13]. Starting materials: FC(COC1CN(CCC1=O)C(C(F)(F)F)=O)F (3-(2,2-Difluoroethoxy)-1-(trifluoroacetyl)piperidin-4-one), C(C1=CC=CC=C1)N (benzylamine), C(C)(=O)O[BH-](OC(C)=O)OC(C)=O.[Na+] (sodium (triacetoxy)borohydride). The solvent is ClCCCl (1,2-dichloroethane). Product: C(C1=CC=CC=C1)N[C@@H]1[C@@H](CN(CC1)C(C(F)(F)F)=O)OCC(F)F (cis(±)-N-benzyl-3-(2,2-difluoroethoxy)-1-(trifluoroacetyl)piperidin-4-amine). Yield: 79.2%. As a reaction SMILES: [F:1][CH:2]([F:18])[CH2:3][O:4][CH:5]1[C:10](=O)[CH2:9][CH2:8][N:7]([C:12](=[O:17])[C:13]([F:16])([F:15])[F:14])[CH2:6]1.[CH2:19]([NH2:26])[C:20]1[CH:25]=[CH:24][CH:23]=[CH:22][CH:21]=1.C(O[BH-](OC(=O)C)OC(=O)C)(=O)C.[Na+]>ClCCCl>[CH2:19]([NH:26][C@H:10]1[CH2:9][CH2:8][N:7]([C:12](=[O:17])[C:13]([F:16])([F:15])[F:14])[CH2:6][C@H:5]1[O:4][CH2:3][CH:2]([F:18])[F:1])[C:20]1[CH:25]=[CH:24][CH:23]=[CH:22][CH:21]=1 |f:2.3|. Procedure details: The same operation as in Example (90c) was performed using 3-(2,2-difluoroethoxy)-1-(trifluoroacetyl)piperidin-4-one obtained in Example (121c) (1.1 g, 4 mmol), benzylamine (0.54 g, 5 mmol), sodium (triacetoxy)borohydride (0.85 g, 6 mmol) and 1,2-dichloroethane (15 mL). The resulting residue was purified by silica gel column chromatography (elution solvent: hexane/ethyl acetate=4/1, 1/1, 1/3, 0/1) to obtain 1.16 g of the title compound as a yellow oily substance (79%). The reactants are ClCl (chlorine), O (water), O.O.O.O.O.S(=S)(=O)([O-])[O-].[Na+].[Na+] (sodium thiosulfate pentahydrate), COC(C1=C(C=CC=C1)CCl)=O (o-(chloromethyl)benzoic acid methyl ester). The solvent is C(C)(=O)O (acetic acid). Reaction conditions: time 5 hour. Yields the product C(=O)(OC)C1=C(C=CC=C1)CS(=O)(=O)Cl (o-(carbomethoxy)phenylmethanesulfonyl Chloride). The yield is 83.0%. RXN SMILES: O.O.O.O.O.O.[S:7]([O-:11])([O-])(=[O:9])=S.[Na+].[Na+].[CH3:14][O:15][C:16](=[O:25])[C:17]1[CH:22]=[CH:21][CH:20]=[CH:19][C:18]=1[CH2:23]Cl.[Cl:26]Cl>C(O)(=O)C>[C:16]([C:17]1[CH:22]=[CH:21][CH:20]=[CH:19][C:18]=1[CH2:23][S:7]([Cl:26])(=[O:11])=[O:9])([O:15][CH3:14])=[O:25] |f:1.2.3.4.5.6.7.8|. Procedure details: A mixture of water (50 ml) and 29.5 g of sodium thiosulfate pentahydrate was added to o-(chloromethyl)benzoic acid methyl ester 20 g, and stirred for 5 hours at 50˜55° C. 300 ml of acetic acid was added and then excess of chlorine gas for 3 hours was infused, while maintaining the internal temperature of reactor at 5˜10° C. The reaction mixture was further stirred for 1 hour at the same temperature. Excess of chlorine gas was removed via infusion of nitrogen gas and with the addition of ice wate... Reactants: C(C1=CC=CC=C1)N1CC(NC2=C(C1)C=C(C(=C2)[N+](=O)[O-])OC)=O (4-benzyl-7-methoxy-8-nitro-1,3,4,5-tetrahydro-benzo[e][1,4]diazepin-2-one), ClC(=O)OCC1=CC=CC=C1 (benzyl chloroformate). The solvent is ClCCCl (1,2-dichloroethane). Product: C(C1=CC=CC=C1)OC(=O)N1CC(NC2=C(C1)C=C(C(=C2)[N+](=O)[O-])OC)=O (7-methoxy-8-nitro-2-oxo-1,2,3,5-tetrahydro-benzo[e][1,4]diazepine-4-carboxylic acid benzyl ester). Yield: 35.0%. As a reaction SMILES: C([N:8]1[CH2:14][C:13]2[CH:15]=[C:16]([O:22][CH3:23])[C:17]([N+:19]([O-:21])=[O:20])=[CH:18][C:12]=2[NH:11][C:10](=[O:24])[CH2:9]1)C1C=CC=CC=1.Cl[C:26]([O:28][CH2:29][C:30]1[CH:35]=[CH:34][CH:33]=[CH:32][CH:31]=1)=[O:27]>ClCCCl>[CH2:29]([O:28][C:26]([N:8]1[CH2:14][C:13]2[CH:15]=[C:16]([O:22][CH3:23])[C:17]([N+:19]([O-:21])=[O:20])=[CH:18][C:12]=2[NH:11][C:10](=[O:24])[CH2:9]1)=[O:27])[C:30]1[CH:35]=[CH:34][CH:33]=[CH:32][CH:31]=1. Reported procedure: To a solution of (4-benzyl-7-methoxy-8-nitro-1,3,4,5-tetrahydro-benzo[e][1,4]diazepin-2-one (900 mg, 3.0 mmol) in 1,2-dichloroethane (150 mL) was added benzyl chloroformate (900 mg, 3.0 mmol). The mixture was warmed to reflux for four hours whereupon LCMS indicated completion of reaction. The mixture was cooled to ambient temperature, washed with brine, dried over magnesium sulfate, filtered and concentrated. Flash chromatography over silica gel (EtOAc-hexanes) gave 7-methoxy-8-nitro-2-oxo-1,2,3... The reactants are CCOC(=O)C=CC(C)(C)n1ccnc1, CCO, [H][H]. Product: CCOC(=O)CCC(C)(C)n1ccnc1. As a reaction SMILES: [CH2:1]([CH3:2])[O:3][C:4](=[O:5])[CH:6]=[CH:7][C:8]([CH3:9])([CH3:10])[n:11]1[cH:12][n:13][cH:14][cH:15]1.[CH3:18][CH2:19][OH:20].[H:16][H:17]>>[CH2:1]([CH3:2])[O:3][C:4](=[O:5])[CH2:6][CH2:7][C:8]([CH3:9])([CH3:10])[n:11]1[cH:12][n:13][cH:14][cH:15]1.